This data is from the Open Reaction Database (ORD), a public repository of structured organic reaction records. The task is: describe an organic reaction: reactants, conditions, products, and yield The reactants are CC(=O)O[BH-](OC(C)=O)OC(C)=O, ClCCCl, O=CCn1cc2c(-c3ccc(F)cc3)c(-c3ccncc3)c(-c3ccc(F)cc3)nc2n1, [Na+], OC1CCNCC1. Product: OC1CCN(CCn2cc3c(-c4ccc(F)cc4)c(-c4ccncc4)c(-c4ccc(F)cc4)nc3n2)CC1. As a reaction SMILES: [C:33]([O:34][BH-:35]([O:36][C:37](=[O:38])[CH3:39])[O:40][C:41](=[O:42])[CH3:43])(=[O:44])[CH3:45].[Cl:54][CH2:55][CH2:56][Cl:57].[F:1][c:2]1[cH:3][cH:4][c:5](-[c:8]2[c:9]3[c:10]([n:11][c:12](-[c:20]4[cH:21][cH:22][c:23]([F:26])[cH:24][cH:25]4)[c:13]2-[c:14]2[cH:15][cH:16][n:17][cH:18][cH:19]2)[n:27][n:28]([CH2:30][CH:31]=[O:32])[cH:29]3)[cH:6][cH:7]1.[Na+:46].[OH:47][CH:48]1[CH2:49][CH2:50][NH:51][CH2:52][CH2:53]1>>[F:1][c:2]1[cH:3][cH:4][c:5](-[c:8]2[c:9]3[c:10]([n:11][c:12](-[c:20]4[cH:21][cH:22][c:23]([F:26])[cH:24][cH:25]4)[c:13]2-[c:14]2[cH:15][cH:16][n:17][cH:18][cH:19]2)[n:27][n:28]([CH2:30][CH2:31][N:51]2[CH2:50][CH2:49][CH:48]([OH:47])[CH2:53][CH2:52]2)[cH:29]3)[cH:6][cH:7]1. Starting materials: CC(=O)O[BH-](OC(C)=O)OC(C)=O, O=C([O-])O, NC(=O)c1ccc(Oc2cccc3c2CCNC3)nc1, CC(=O)O, O=Cc1ccccc1, ClCCCl, [Na+], [Na+]. Product: NC(=O)c1ccc(Oc2cccc3c2CCN(Cc2ccccc2)C3)nc1. Reaction SMILES: [C:29]([O:30][BH-:31]([O:32][C:33](=[O:34])[CH3:35])[O:36][C:37](=[O:38])[CH3:39])(=[O:40])[CH3:41].[C:47](=[O:48])([OH:49])[O-:50].[CH2:1]1[NH:2][CH2:3][CH2:4][c:5]2[c:6]([O:11][c:12]3[n:13][cH:14][c:15]([C:16](=[O:17])[NH2:18])[cH:19][cH:20]3)[cH:7][cH:8][cH:9][c:10]21.[CH3:43][C:44](=[O:45])[OH:46].[CH:21](=[O:22])[c:23]1[cH:24][cH:25][cH:26][cH:27][cH:28]1.[Cl:52][CH2:53][CH2:54][Cl:55].[Na+:42].[Na+:51]>>[CH2:1]1[N:2]([CH2:21][c:23]2[cH:24][cH:25][cH:26][cH:27][cH:28]2)[CH2:3][CH2:4][c:5]2[c:6]([O:11][c:12]3[n:13][cH:14][c:15]([C:16](=[O:17])[NH2:18])[cH:19][cH:20]3)[cH:7][cH:8][cH:9][c:10]21. Reactants: N#CCBr, O=C([O-])[O-], CCOC(C)=O, CC(C)=O, CN(C)C=O, [K+], [K+], OCc1cccc(O)c1, Cc1ccccc1. The product is N#CCOc1cccc(CO)c1. As a reaction SMILES: [Br:20][CH2:21][C:22]#[N:23].[C:14](=[O:15])([O-:16])[O-:17].[C:29]([O:30][CH2:31][CH3:32])(=[O:33])[CH3:34].[CH3:10][C:11](=[O:12])[CH3:13].[CH3:24][N:25]([CH3:26])[CH:27]=[O:28].[K+:18].[K+:19].[OH:1][CH2:2][c:3]1[cH:4][cH:5][cH:6][c:7]([OH:8])[cH:9]1.[c:35]1([CH3:36])[cH:37][cH:38][cH:39][cH:40][cH:41]1>>[OH:1][CH2:2][c:3]1[cH:4][cH:5][cH:6][c:7]([O:8][CH2:21][C:22]#[N:23])[cH:9]1. Starting materials: FC1=CC=C(C=O)C=C1 (p-fluorobenzaldehyde), N1N=CN=C1 (1,2,4-triazole), C([O-])([O-])=O.[K+].[K+] (potasium carbonate). Reagents/catalysts: [Cu-]=O (copper(I)oxide). The solvent is N1=CC=CC=C1 (pyridine). Reaction conditions: temperature 125 celsius, time 18 hour. The product is N1(N=CN=C1)C1=CC=C(C=O)C=C1 (4-[1,2,4] triazol-1-yl-benzaldehyde), N1(C=NN=C1)C1=CC=C(C=O)C=C1 (4-[1,3,4] triazol-1-yl-benzaldehyde). As a reaction SMILES: F[C:2]1[CH:9]=[CH:8][C:5]([CH:6]=[O:7])=[CH:4][CH:3]=1.[NH:10]1[CH:14]=[N:13][CH:12]=[N:11]1.C(=O)([O-])[O-].[K+].[K+]>N1C=CC=CC=1.[Cu-]=O>[N:10]1([C:2]2[CH:9]=[CH:8][C:5]([CH:6]=[O:7])=[CH:4][CH:3]=2)[CH:14]=[N:13][CH:12]=[N:11]1.[N:13]1([C:2]2[CH:9]=[CH:8][C:5]([CH:6]=[O:7])=[CH:4][CH:3]=2)[CH:12]=[N:11][N:10]=[CH:14]1 |f:2.3.4|. Procedure details: To a solution of 6.44 ml (60 mmol) of p-fluorobenzaldehyde in 40 ml of pyridine, 4.14 g (60 mmol) of 1,2,4-triazole, 0.286 g (2 mmol) of copper(I)oxide and 9.12 g (66 mmol) of potasium carbonate are succesively added at r.t. After stirring for 18 h at 125° C., the reaction mixture is concentrated under reduced pressure. The residue is diluted with CHCl3 and filtered through celite. The filtrate is concetrated and purified by flash column chromatography on silica gel (eluent: n-Hexane:AcOEt=4:1˜A... Yields the product CCc1cnc(Cl)c(C(=O)O)c1. Reactants: CC(=O)OC(C)C, C1CCOC1, CCc1cnc(Cl)c(C(=O)OC)c1, Cl, [Li+], [OH-], O. RXN SMILES: [C:16]([O:17][CH:18]([CH3:19])[CH3:20])(=[O:21])[CH3:22].[CH2:25]1[O:26][CH2:27][CH2:28][CH2:29]1.[CH3:3][O:4][C:5]([c:6]1[c:7]([Cl:14])[n:8][cH:9][c:10]([CH2:12][CH3:13])[cH:11]1)=[O:15].[ClH:24].[Li+:2].[OH-:1].[OH2:23]>>[O:4]=[C:5]([c:6]1[c:7]([Cl:14])[n:8][cH:9][c:10]([CH2:12][CH3:13])[cH:11]1)[OH:15]. Reactants: C[Li] (Methyllithium), aldehyde, C(C1=CC=CC=C1)O[C@H]1[C@@](C2(CCC1)OCCO2)(CCCC=O)C ((2S*,3R*)-3-benzyloxy-1,1-ethylenedioxy-2-methyl-2-(4'-oxobutyl)-cyclohexane). Solvent: CCOCC (ether). Conditions: time 0.5 hour. Yields the product C(C1=CC=CC=C1)O[C@H]1[C@@](C2(CCC1)OCCO2)(CCCC(C)O)C ((2S*,3R*)-3-benzyloxy-1,1-ethylenedioxy-2-methyl-2-(4'-hydroxypentyl)-cyclohexane). Isolated yield 97.0%. Reaction SMILES: [CH3:1][Li].[CH2:3]([O:10][C@@H:11]1[CH2:16][CH2:15][CH2:14][C:13]2([O:20][CH2:19][CH2:18][O:17]2)[C@@:12]1([CH3:26])[CH2:21][CH2:22][CH2:23][CH:24]=[O:25])[C:4]1[CH:9]=[CH:8][CH:7]=[CH:6][CH:5]=1>CCOCC>[CH2:3]([O:10][C@@H:11]1[CH2:16][CH2:15][CH2:14][C:13]2([O:17][CH2:18][CH2:19][O:20]2)[C@@:12]1([CH3:26])[CH2:21][CH2:22][CH2:23][CH:24]([OH:25])[CH3:1])[C:4]1[CH:9]=[CH:8][CH:7]=[CH:6][CH:5]=1. Procedure: Methyllithium (63.3 ml, 0.0918 l mol, 1.45 M in ether) is added dropwise to a solution of the aldehyde, (2S*,3R*)-3-benzyloxy-1,1-ethylenedioxy-2-methyl-2-(4'-oxobutyl)-cyclohexane (25.4 g, 0.0765 mol) in ether (1000 ) at 0° C. in a nitrogen atmosphere. The cooling bath is removed and the mixture is stirred for 0.5 hours at ambient temperature. The mixture is then poured into a cold saturated sodium chloride solution (500 ml). The ether phase is separated and the aqueous phase is extracted with ... The reactants are C(C)(=O)N1[C@H](CN(C2=CC(=C(C=C12)[N+](=O)[O-])C1=CC=C(C=C1)S(=O)(=O)C)C(=O)OC(C)C)C (isopropyl (S)-4-acetyl-3-methyl-7-(4-(methylsulfonyl)phenyl)-6-nitro-3,4-dihydroquinoxaline-1 (2H)-carboxylate). Reagents/catalysts: [Fe] (Iron), Cl (HCl). The solvent is C(C)O (ethanol), O (water). Run at temperature 90 celsius. Yields the product C(C)(=O)N1[C@H](CN(C2=CC(=C(C=C12)N)C1=CC=C(C=C1)S(=O)(=O)C)C(=O)OC(C)C)C (isopropyl (S)-4-acetyl-6-amino-3-methyl-7-(4-(methylsulfonyl)phenyl)-3,4-dihydroquinoxaline-1(2H)-carboxylate). RXN SMILES: [C:1]([N:4]1[C:13]2[C:8](=[CH:9][C:10]([C:17]3[CH:22]=[CH:21][C:20]([S:23]([CH3:26])(=[O:25])=[O:24])=[CH:19][CH:18]=3)=[C:11]([N+:14]([O-])=O)[CH:12]=2)[N:7]([C:27]([O:29][CH:30]([CH3:32])[CH3:31])=[O:28])[CH2:6][C@@H:5]1[CH3:33])(=[O:3])[CH3:2]>C(O)C.O.Cl.[Fe]>[C:1]([N:4]1[C:13]2[C:8](=[CH:9][C:10]([C:17]3[CH:18]=[CH:19][C:20]([S:23]([CH3:26])(=[O:25])=[O:24])=[CH:21][CH:22]=3)=[C:11]([NH2:14])[CH:12]=2)[N:7]([C:27]([O:29][CH:30]([CH3:32])[CH3:31])=[O:28])[CH2:6][C@@H:5]1[CH3:33])(=[O:3])[CH3:2]. Reported procedure: Iron powder (1.010 g, 18.09 mmol) was added to a solution of isopropyl (S)-4-acetyl-3-methyl-7-(4-(methylsulfonyl)phenyl)-6-nitro-3,4-dihydroquinoxaline-1 (2H)-carboxylate (0.86 g, 1.81 mmol) in ethanol (12 mL) and water (2.4 mL). 1 N aqueous HCl (1 drop) was added, and the reaction was heated at 90° C. for 2 h. The mixture was cooled to rt and filtered through a pad of Celite, washing with ethanol. The filtrate was concentrated, and ethyl acetate was added. The solution was washed with saturate...